This data is from the Open Reaction Database (ORD), a public repository of structured organic reaction records. The task is: describe an organic reaction: reactants, conditions, products, and yield Reactants: O=C([O-])[O-], N#Cc1ccc(F)cc1, [K+], [K+], CN(C)C=O, O, c1cn[nH]c1. The product is N#Cc1ccc(-n2cccn2)cc1. RXN SMILES: [C:15](=[O:16])([O-:17])[O-:18].[F:1][c:2]1[cH:3][cH:4][c:5]([C:6]#[N:7])[cH:8][cH:9]1.[K+:19].[K+:20].[O:22]=[CH:23][N:24]([CH3:25])[CH3:26].[OH2:21].[nH:10]1[n:11][cH:12][cH:13][cH:14]1>>[c:2]1(-[n:10]2[n:11][cH:12][cH:13][cH:14]2)[cH:3][cH:4][c:5]([C:6]#[N:7])[cH:8][cH:9]1. Reactants: C(CCC)C1=CC=C(C=C1)C=CC1=CC=C(C=O)C=C1 (4-[(4-butylphenyl)ethenyl]benzaldehyde), NC=1C=C(C(=O)OCC)C=CC1F (ethyl 3-amino-4-fluorobenzoate). The product is C(CCC)C1=CC=C(C=C1)C#CC1=CC=C(CNC=2C=C(C(=O)OCC)C=CC2F)C=C1 (ethyl 3-({4-[(4-butylphenyl)ethynyl]benzyl}amino)-4-fluorobenzoate). Reaction SMILES: [CH2:1]([C:5]1[CH:10]=[CH:9][C:8]([CH:11]=[CH:12][C:13]2[CH:20]=[CH:19][C:16]([CH:17]=O)=[CH:15][CH:14]=2)=[CH:7][CH:6]=1)[CH2:2][CH2:3][CH3:4].[NH2:21][C:22]1[CH:23]=[C:24]([CH:30]=[CH:31][C:32]=1[F:33])[C:25]([O:27][CH2:28][CH3:29])=[O:26]>>[CH2:1]([C:5]1[CH:10]=[CH:9][C:8]([C:11]#[C:12][C:13]2[CH:20]=[CH:19][C:16]([CH2:17][NH:21][C:22]3[CH:23]=[C:24]([CH:30]=[CH:31][C:32]=3[F:33])[C:25]([O:27][CH2:28][CH3:29])=[O:26])=[CH:15][CH:14]=2)=[CH:7][CH:6]=1)[CH2:2][CH2:3][CH3:4]. Procedure details: The titled compound was prepared following the procedure A using 4-[(4-butylphenyl)ethenyl]benzaldehyde and ethyl 3-amino-4-fluorobenzoate as a pale yellow oil (61%). 1H NMR (CDCl3, 300 MHz) δ 7.49 (d, J=8.3 Hz, 2H), 7.42 (d, J=7.9 Hz, 2H), 7.35 (m, 4H), 7.14 (d, J=7.9 Hz, 2H), 7.00 (dd, J=11.0, 8.7 Hz, 1H), 4.41 (brs, 2H), 4.30 (q, J=7.2 Hz, 2H), 2.60 (t, J=7.7 Hz, 2H), 1.69-1.53 (m, 4H), 1.34 (t, J=7.2 Hz, 3H), 0.91 (t, J=7.4 Hz, 3H). HPLC, Rt: 5.87 min (Purity: 94.3%). Starting materials: ClC1=C(C=CC(=C1)C1=NN(C=N1)COCC[Si](C)(C)C)C=1C=NN2C1N=C(C=C2)N2C(OC[C@@H]2C(C)C)=O ((4S)-3-(3-(2-chloro-4-(1-((2-(trimethylsilyl)ethoxy)methyl)-1H-1,2,4-triazol-3-yl)phenyl)pyrazolo[1,5-a]pyrimidin-5-yl)-4-isopropyloxazolidin-2-one), ClC1=C(C=CC(=C1)C1=NC=NN1COCC[Si](C)(C)C)C=1C=NN2C1N=C(C=C2)N2C(OC[C@@H]2C(C)C)=O ((4S)-3-(3-(2-chloro-4-(1-((2-(trimethylsilyl)ethoxy)methyl)-1H-1,2,4-triazol-5-yl)phenyl)pyrazolo[1,5-a]pyrimidin-5-yl)-4-isopropyloxazolidin-2-one). Product: ClC1=C(C=CC(=C1)C1=NNC=N1)C=1C=NN2C1N=C(C=C2)N2C(OC[C@@H]2C(C)C)=O ((4S)-3-(3-(2-Chloro-4-(1H-1,2,4-triazol-3-yl)phenyl)pyrazolo[1,5-a]pyrimidin-5-yl)-4-isopropyloxazolidin-2-one). The yield is 65.0%. RXN SMILES: [Cl:1][C:2]1[CH:7]=[C:6]([C:8]2[N:12]=[CH:11][N:10](COCC[Si](C)(C)C)[N:9]=2)[CH:5]=[CH:4][C:3]=1[C:21]1[CH:22]=[N:23][N:24]2[CH:29]=[CH:28][C:27]([N:30]3[C@@H:34]([CH:35]([CH3:37])[CH3:36])[CH2:33][O:32][C:31]3=[O:38])=[N:26][C:25]=12.ClC1C=C(C2N(COCC[Si](C)(C)C)N=CN=2)C=CC=1C1C=NN2C=CC(N3[C@@H](C(C)C)COC3=O)=NC=12>>[Cl:1][C:2]1[CH:7]=[C:6]([C:8]2[N:12]=[CH:11][NH:10][N:9]=2)[CH:5]=[CH:4][C:3]=1[C:21]1[CH:22]=[N:23][N:24]2[CH:29]=[CH:28][C:27]([N:30]3[C@@H:34]([CH:35]([CH3:36])[CH3:37])[CH2:33][O:32][C:31]3=[O:38])=[N:26][C:25]=12. Procedure: (4S)-3-(3-(2-Chloro-4-(1H-1,2,4-triazol-3-yl)phenyl)pyrazolo[1,5-a]pyrimidin-5-yl)-4-isopropyloxazolidin-2-one (0.078 g, 65%) was prepared by the procedure described in Example 1, Step 9, using a mixture of (4S)-3-(3-(2-chloro-4-(1-((2-(trimethylsilyl)ethoxy)methyl)-1H-1,2,4-triazol-3-yl)phenyl)pyrazolo[1,5-a]pyrimidin-5-yl)-4-isopropyloxazolidin-2-one and (4S)-3-(3-(2-chloro-4-(1-((2-(trimethylsilyl)ethoxy)methyl)-1H-1,2,4-triazol-5-yl)phenyl)pyrazolo[1,5-a]pyrimidin-5-yl)-4-isopropyloxazolidin... The reactants are CC1=C(C(=O)NC2=CC=CC=3CCCCC23)C=CC=C1 (2-Methyl-N-(5,6,7,8-tetrahydro-naphthalen-1-yl)-benzamide), ClS(=O)(=O)O (chlorosulfonic acid). The solvent is C(=O)(C(F)(F)F)O (TFA). Run at temperature 25 celsius, time 72 hour. Yields the product CC1=C(C(=O)NC2=CC=C(C=3CCCCC23)S(=O)(=O)O)C=CC=C1 (4-(2-Methyl-benzoylamino)-5,6,7,8-tetrahydro-naphthalene-1-sulfonic acid). The yield is 68.0%. RXN SMILES: [CH3:1][C:2]1[CH:20]=[CH:19][CH:18]=[CH:17][C:3]=1[C:4]([NH:6][C:7]1[C:16]2[CH2:15][CH2:14][CH2:13][CH2:12][C:11]=2[CH:10]=[CH:9][CH:8]=1)=[O:5].Cl[S:22]([OH:25])(=[O:24])=[O:23]>C(O)(C(F)(F)F)=O>[CH3:1][C:2]1[CH:20]=[CH:19][CH:18]=[CH:17][C:3]=1[C:4]([NH:6][C:7]1[C:16]2[CH2:15][CH2:14][CH2:13][CH2:12][C:11]=2[C:10]([S:22]([OH:25])(=[O:24])=[O:23])=[CH:9][CH:8]=1)=[O:5]. Reported procedure: To a 0° C. solution of amide (22) in TFA (1 mL per mmol amide), was added chlorosulfonic acid (2 eq) dropwise under nitrogen atmosphere. The temperature was allowed to warm to 25° C. and stirred for 72 hours. The reaction mixture was quenched by pouring into ice water. The desired product was collected via precipitation from either water/methanol, or ethyl acetate/methanol solution, resulting in a white solid (yield 68%). LC/MS (M+H)+ m/z 346, (M−H)− m/z 344. The crude material was used without ... Starting materials: C1(=CC=CC=C1)CC(C(C(CCOC)C)(C)O)NCC1=CC=CC=C1 (1-phenyl-2-(N-benzyl)amino-3-hydroxy-3,4-dimethyl-6-methoxyhexane), 1-(p-methoxy)phenyl-2-(N-benzyl)amino-3-hydroxy-3,4-dimethyl-6-methoxyhexane, S(O)(O)(=O)=O (sulfuric acid). Yields the product C1(=CC=CC=C1)CC(C(=C(CCOC)C)C)NCC1=CC=CC=C1 (1-phenyl-2-(N-benzyl)amino-3,4-dimethyl-6-methoxy-3-hexene). The yield is 63.3%. As a reaction SMILES: [C:1]1([CH2:7][CH:8]([NH:18][CH2:19][C:20]2[CH:25]=[CH:24][CH:23]=[CH:22][CH:21]=2)[C:9](O)([CH3:16])[CH:10]([CH3:15])[CH2:11][CH2:12][O:13][CH3:14])[CH:6]=[CH:5][CH:4]=[CH:3][CH:2]=1.S(=O)(=O)(O)O>>[C:1]1([CH2:7][CH:8]([NH:18][CH2:19][C:20]2[CH:25]=[CH:24][CH:23]=[CH:22][CH:21]=2)[C:9]([CH3:16])=[C:10]([CH3:15])[CH2:11][CH2:12][O:13][CH3:14])[CH:2]=[CH:3][CH:4]=[CH:5][CH:6]=1. Reported procedure: The procedure described in Example 11 is repeated except that 10 g of 1-phenyl-2-(N-benzyl)amino-3-hydroxy-3,4-dimethyl-6-methoxyhexane obtained according to the procedure described in Example 5 is used in place of 1-(p-methoxy)phenyl-2-(N-benzyl)amino-3-hydroxy-3,4-dimethyl-6-methoxyhexane and 95% sulfuric acid is used in place of 93% sulfuric acid. As the result, 6 g of 1-phenyl-2-(N-benzyl)amino-3,4-dimethyl-6-methoxy-3-hexene is obtained as fractions having a boiling point of 191° - 196°C/1 ...